This data is from the Open Reaction Database (ORD), a public repository of structured organic reaction records. The task is: describe an organic reaction: reactants, conditions, products, and yield Starting materials: ClC=1C=C2N=CC(=NC2=CC1)OC1=CC=C(OC(C=CCO)C)C=C1 (4-(4-((6-chloro-2-quinoxalinyl)oxy)phenoxy)-2-penten-1-ol), C(C)(=O)NC1=CC=C(C(=O)O)C=C1 (4-(acetylamino)benzoic acid), C1(CCCCC1)N=C=NC1CCCCC1 (dicyclohexylcarbodiimide). Reagents/catalysts: CN(C1=CC=NC=C1)C (4-(dimethylamino)pyridine). Run in CN(C=O)C (dimethylformamide), CCOCC (ether), O (water). Reaction conditions: time 72 hour. Yields the product C(C)(=O)NC1=CC=C(C(=O)OCC=CC(C)OC2=CC=C(C=C2)OC2=NC3=CC=C(C=C3N=C2)Cl)C=C1 (4-(Acetylamino)benzoic acid, 4-(4-((6-chloro-2-quinoxalinyl)oxy)phenoxy)-2-pentenyl ester). Isolated yield 27.6%. RXN SMILES: [Cl:1][C:2]1[CH:3]=[C:4]2[C:9](=[CH:10][CH:11]=1)[N:8]=[C:7]([O:12][C:13]1[CH:25]=[CH:24][C:16]([O:17][CH:18]([CH3:23])[CH:19]=[CH:20][CH2:21][OH:22])=[CH:15][CH:14]=1)[CH:6]=[N:5]2.[C:26]([NH:29][C:30]1[CH:38]=[CH:37][C:33]([C:34](O)=[O:35])=[CH:32][CH:31]=1)(=[O:28])[CH3:27].C1(N=C=NC2CCCCC2)CCCCC1>CN(C)C1C=CN=CC=1.CN(C)C=O.CCOCC.O>[C:26]([NH:29][C:30]1[CH:38]=[CH:37][C:33]([C:34]([O:22][CH2:21][CH:20]=[CH:19][CH:18]([O:17][C:16]2[CH:15]=[CH:14][C:13]([O:12][C:7]3[CH:6]=[N:5][C:4]4[C:9](=[CH:10][CH:11]=[C:2]([Cl:1])[CH:3]=4)[N:8]=3)=[CH:25][CH:24]=2)[CH3:23])=[O:35])=[CH:32][CH:31]=1)(=[O:28])[CH3:27]. Procedure details: A mixture of 1.5 g (4.2 mmol) of the pentenol obtained in Example 3 above, 0.82 g (4.6 mmol) of 4-(acetylamino)benzoic acid, 0.95 g (4.6 mmol) of dicyclohexylcarbodiimide and 0.05 g of 4-(dimethylamino)pyridine in 20 ml of dimethylformamide was stirred at room temperature for 72 hours. The mixture was diluted with ether and water and filtered. The filtrates were separated, and the organic layer washed with saturated aqueous NaHCO3 and water, dried over MgSO4 and evaporated to dryness. The residu...